Dataset: the Open Reaction Database (ORD), a public repository of structured organic reaction records. Task: describe an organic reaction: reactants, conditions, products, and yield Solvent: C1(=CC=CC=C1)C (toluene). Procedure details: To a solution of the acetal 15-2 in toluene (200 mL) was added polyphosphoric acid (20 g). The biphasic mixture was heated to 100° C. and stirred at this temperature for 4 h. The mixture was cooled to room temperature, poured onto ice, and extracted with Et2O (2×200 mL). The combined organic extracts were washed with saturated aq NaHCO3 and brine. The solution was dried over MgSO4, filtered, and concentrated. The residue was purified by flash chromatography (100% hexanes) to give the product 15-... The reactants are BrC1=CC(=CC=C1)OCC(OCC)OCC (1-Bromo-3-(2,2-diethoxy-ethoxy)-benzene), polyphosphoric acid. Conditions: temperature 100 celsius, time 4 hour. As a reaction SMILES: [Br:1][C:2]1[CH:7]=[CH:6][CH:5]=[C:4]([O:8][CH2:9][CH:10](OCC)OCC)[CH:3]=1>C1(C)C=CC=CC=1>[Br:1][C:2]1[CH:7]=[CH:6][C:5]2[CH:10]=[CH:9][O:8][C:4]=2[CH:3]=1. Yields the product BrC1=CC2=C(C=CO2)C=C1 (6-Bromo-benzofuran). Reactants: C1CCOC1, Cl, [Na+], [OH-], CCCc1nc(-c2cccc3ccccc23)c(C=O)n1Cc1ccc(-c2ccccc2-c2nnnn2C(c2ccccc2)(c2ccccc2)c2ccccc2)cc1. Product: CCCc1nc(-c2cccc3ccccc23)c(C=O)n1Cc1ccc(-c2ccccc2-c2nnn[nH]2)cc1. As a reaction SMILES: [CH2:61]1[O:62][CH2:63][CH2:64][CH2:65]1.[ClH:58].[Na+:60].[OH-:59].[c:1]1(-[c:11]2[n:12][c:13]([CH2:55][CH2:56][CH3:57])[n:14]([CH2:18][c:19]3[cH:20][cH:21][c:22](-[c:25]4[c:26](-[c:31]5[n:32][n:33][n:34][n:35]5[C:36]([c:37]5[cH:38][cH:39][cH:40][cH:41][cH:42]5)([c:43]5[cH:44][cH:45][cH:46][cH:47][cH:48]5)[c:49]5[cH:50][cH:51][cH:52][cH:53][cH:54]5)[cH:27][cH:28][cH:29][cH:30]4)[cH:23][cH:24]3)[c:15]2[CH:16]=[O:17])[cH:2][cH:3][cH:4][c:5]2[cH:6][cH:7][cH:8][cH:9][c:10]12>>[c:1]1(-[c:11]2[n:12][c:13]([CH2:55][CH2:56][CH3:57])[n:14]([CH2:18][c:19]3[cH:20][cH:21][c:22](-[c:25]4[c:26](-[c:31]5[n:32][n:33][n:34][nH:35]5)[cH:27][cH:28][cH:29][cH:30]4)[cH:23][cH:24]3)[c:15]2[CH:16]=[O:17])[cH:2][cH:3][cH:4][c:5]2[cH:6][cH:7][cH:8][cH:9][c:10]12. The reactants are COC1=C(CN(S(=O)(=O)C2=CC3=CC=CC(=C3C=C2)C2N(CCC2)C2CCOCC2)C=2SC=CN2)C=CC(=C1)OC (N-(2,4-dimethoxybenzyl)-5-(1-(tetrahydro-2H-pyran-4-yl)pyrrolidin-2-yl)-N-(thiazol-2-yl)naphthalene-2-sulfonamide), C(=O)(C(F)(F)F)O (TFA). Solvent: C(Cl)Cl (DCM). Reaction conditions: time 30 minute. Yields the product FC(C(=O)O)(F)F.O1CCC(CC1)N1C(CCC1)C1=C2C=CC(=CC2=CC=C1)S(=O)(=O)NC=1SC=CN1 (5-(1-(tetrahydro-2H-pyran-4-yl)pyrrolidin-2-yl)-N-(thiazol-2-yl)naphthalene-2-sulfonamide 2,2,2-trifluoroacetate). As a reaction SMILES: COC1C=C(OC)C=CC=1C[N:6]([C:31]1[S:32][CH:33]=[CH:34][N:35]=1)[S:7]([C:10]1[CH:19]=[CH:18][C:17]2[C:12](=[CH:13][CH:14]=[CH:15][C:16]=2[CH:20]2[CH2:24][CH2:23][CH2:22][N:21]2[CH:25]2[CH2:30][CH2:29][O:28][CH2:27][CH2:26]2)[CH:11]=1)(=[O:9])=[O:8].[C:42]([OH:48])([C:44]([F:47])([F:46])[F:45])=[O:43]>C(Cl)Cl>[F:45][C:44]([F:47])([F:46])[C:42]([OH:48])=[O:43].[O:28]1[CH2:29][CH2:30][CH:25]([N:21]2[CH2:22][CH2:23][CH2:24][CH:20]2[C:16]2[CH:15]=[CH:14][CH:13]=[C:12]3[C:17]=2[CH:18]=[CH:19][C:10]([S:7]([NH:6][C:31]2[S:32][CH:33]=[CH:34][N:35]=2)(=[O:8])=[O:9])=[CH:11]3)[CH2:26][CH2:27]1 |f:3.4|. Reported procedure: N-(2,4-dimethoxybenzyl)-5-(1-(tetrahydro-2H-pyran-4-yl)pyrrolidin-2-yl)-N-(thiazol-2-yl)naphthalene-2-sulfonamide (0.038 g, 0.065 mmol) was dissolved in DCM (1 mL) and TFA (0.1 ml, 1.298 mmol) was added. The reaction was stirred for 30 minutes at room temperature. The reaction was concentrated, triturated with diethyl ether, and filtered. The solids were washed with diethyl ether and vacuum dried overnight to afford 5-(1-(tetrahydro-2H-pyran-4-yl)pyrrolidin-2-yl)-N-(thiazol-2-yl)naphthalene-2-su... Reactants: [Br-], [Br-], O=C([O-])[O-], CCCCCCCC[n+]1ccc(-c2cc[n+](CCCCCCCC)cc2)cc1, Cc1nc(Oc2ccccc2)c([N+](=O)[O-])c(NCCCCl)c1C, ClCCl, Cl, [K+], [K+], [Na+], [Na+], O, O=S([O-])S(=O)[O-]. Yields the product Cc1nc(Oc2ccccc2)c(N)c(NCCCCl)c1C. Reaction SMILES: [Br-:25].[Br-:26].[C:55](=[O:56])([O-:57])[O-:58].[CH2:27]([n+:28]1[cH:29][cH:30][c:31](-[c:32]2[cH:33][cH:34][n+:35]([CH2:36][CH2:37][CH2:38][CH2:39][CH2:40][CH2:41][CH2:42][CH3:43])[cH:44][cH:45]2)[cH:46][cH:47]1)[CH2:48][CH2:49][CH2:50][CH2:51][CH2:52][CH2:53][CH3:54].[Cl:2][CH2:3][CH2:4][CH2:5][NH:6][c:7]1[c:8]([CH3:24])[c:9]([CH3:23])[n:10][c:11]([O:16][c:17]2[cH:18][cH:19][cH:20][cH:21][cH:22]2)[c:12]1[N+:13]([O-:14])=[O:15].[Cl:70][CH2:71][Cl:72].[ClH:1].[K+:59].[K+:60].[Na+:67].[Na+:68].[OH2:69].[S:61]([S:62]([O-:63])=[O:64])([O-:65])=[O:66]>>[Cl:2][CH2:3][CH2:4][CH2:5][NH:6][c:7]1[c:8]([CH3:24])[c:9]([CH3:23])[n:10][c:11]([O:16][c:17]2[cH:18][cH:19][cH:20][cH:21][cH:22]2)[c:12]1[NH2:13]. Starting materials: Example 36, ClC1=NC=CC(=N1)C=1SC2=C(C1)C=CC(=C2)OCCCF (2-(2-chloropyrimidine-4-yl)-6-(3-fluoropropoxy)benzothiophene), CO.CNC (dimethylamine methanol). The product is CN(C)C1=NC=CC(=N1)C=1SC2=C(C1)C=CC(=C2)OCCCF (2-[2-(N,N-dimethylamino)pyrimidine-4-yl]-6-(3-fluoropropoxy)benzothiophene). The yield is 68.6%. Reaction SMILES: Cl[C:2]1[N:7]=[C:6]([C:8]2[S:9][C:10]3[CH:16]=[C:15]([O:17][CH2:18][CH2:19][CH2:20][F:21])[CH:14]=[CH:13][C:11]=3[CH:12]=2)[CH:5]=[CH:4][N:3]=1.CO.[CH3:24][NH:25][CH3:26]>>[CH3:24][N:25]([C:2]1[N:7]=[C:6]([C:8]2[S:9][C:10]3[CH:16]=[C:15]([O:17][CH2:18][CH2:19][CH2:20][F:21])[CH:14]=[CH:13][C:11]=3[CH:12]=2)[CH:5]=[CH:4][N:3]=1)[CH3:26] |f:1.2|. Reported procedure: 2-[2-(N,N-Dimethylamino)pyrimidine-4-yl]-6-(3-fluoropropoxy)benzothiophene (1-39, 50 mg, 70%) was prepared in the same manner as in Example 36 as a yellow solid using 2-(2-chloropyrimidine-4-yl)-6-(3-fluoro propoxy)benzothiophene (105c, 70 mg, 0.22 mmol) obtained in Preparation Example 21 and a 2.0 M dimethylamine methanol solution (NHMe2 in MeOH, 0.17 mL, 0.34 mmol). The reactants are CC(C)(C)[Si](C)(C)OC1CN(Cc2ccccc2)CC1O[Si](C)(C)C(C)(C)C, CO. Product: CC(C)(C)[Si](C)(C)OC1CNCC1O[Si](C)(C)C(C)(C)C. As a reaction SMILES: [CH2:1]([c:2]1[cH:3][cH:4][cH:5][cH:6][cH:7]1)[N:8]1[CH2:9][CH:10]([O:21][Si:22]([CH3:23])([CH3:24])[C:25]([CH3:26])([CH3:27])[CH3:28])[CH:11]([O:13][Si:14]([CH3:15])([CH3:16])[C:17]([CH3:18])([CH3:19])[CH3:20])[CH2:12]1.[CH3:29][OH:30]>>[NH:8]1[CH2:9][CH:10]([O:21][Si:22]([CH3:23])([CH3:24])[C:25]([CH3:26])([CH3:27])[CH3:28])[CH:11]([O:13][Si:14]([CH3:15])([CH3:16])[C:17]([CH3:18])([CH3:19])[CH3:20])[CH2:12]1. Starting materials: BrC=1C(=C(C(=O)OCC)C(=CC1)CSC1=CC=CC=C1)OC (ethyl 3-bromo-6-(phenylthiomethyl)-2-methoxybenzoate), COC=1C=C(C=CC1)S (3-methoxythiophenol), BrC=1C(=C(C(=O)OC)C(=CC1)CBr)OC (methyl 3-bromo-6-bromomethyl-2-methoxybenzoate), BrC=1C(=C(C(=O)OC)C(=CC1)CBr)OC (methyl 3-bromo-6-bromomethyl-2-methoxybenzoate). The product is BrC=1C(=C(C(=O)OC)C(=CC1)CSC1=CC(=CC=C1)OC)OC (Methyl 3-bromo-2-methoxy-6-(3-methoxyphenylthiomethyl)benzoate). RXN SMILES: [Br:1][C:2]1[C:3]([O:21][CH3:22])=[C:4]([C:10]([CH2:13][S:14][C:15]2[CH:20]=[CH:19][CH:18]=[CH:17][CH:16]=2)=[CH:11][CH:12]=1)[C:5]([O:7][CH2:8]C)=[O:6].BrC1C(OC)=C(C(CBr)=CC=1)[C:27](OC)=[O:28].COC1C=C(S)C=CC=1>>[Br:1][C:2]1[C:3]([O:21][CH3:22])=[C:4]([C:10]([CH2:13][S:14][C:15]2[CH:20]=[CH:19][CH:18]=[C:17]([O:28][CH3:27])[CH:16]=2)=[CH:11][CH:12]=1)[C:5]([O:7][CH3:8])=[O:6]. Procedure details: Prepared by proceeding in a similar manner to Intermediate 73, starting from methyl 3-bromo-6-bromomethyl-2-methoxybenzoate (Intermediate 89) and 3-methoxythiophenol. The reactants are Cl, CC(C)OC(=O)N=NC(=O)OC(C)C, CC1(C)CC(=O)c2cc(O)ccc2C1, OC1CCOC1. The product is CC1(C)CC(=O)c2cc(OC3CCOC3)ccc2C1. As a reaction SMILES: [ClH:35].[O:15]=[C:16]([O:17][CH:18]([CH3:19])[CH3:20])[N:21]=[N:22][C:23]([O:24][CH:25]([CH3:26])[CH3:27])=[O:28].[OH:1][c:2]1[cH:3][cH:4][c:5]2[c:10]([cH:11]1)[C:9](=[O:12])[CH2:8][C:7]([CH3:13])([CH3:14])[CH2:6]2.[OH:29][CH:30]1[CH2:31][O:32][CH2:33][CH2:34]1>>[O:1]([c:2]1[cH:3][cH:4][c:5]2[c:10]([cH:11]1)[C:9](=[O:12])[CH2:8][C:7]([CH3:13])([CH3:14])[CH2:6]2)[CH:30]1[CH2:31][O:32][CH2:33][CH2:34]1.